Dataset: the Open Reaction Database (ORD), a public repository of structured organic reaction records. Task: describe an organic reaction: reactants, conditions, products, and yield Starting materials: S1C=C(C=C1)S(=O)CC(=O)O (3-thienylsulfinylacetic acid), NC1[C@@H]2N(C(=C(CS2)CN=[N+]=[N-])C(=O)O)C1=O (7-amino-3-azidomethyl-3-cephem-4-carboxylic acid). The product is S1C=C(C=C1)S(=O)CC(=O)NC1[C@@H]2N(C(=C(CS2)CN=[N+]=[N-])C(=O)O)C1=O (7-(3-thienylsulfinylacetamido)-3-azidomethyl-3-cephem-4-carboxylic acid). As a reaction SMILES: [S:1]1[CH:5]=[CH:4][C:3]([S:6]([CH2:8][C:9]([OH:11])=O)=[O:7])=[CH:2]1.[NH2:12][CH:13]1[C:27](=[O:28])[N:15]2[C:16]([C:24]([OH:26])=[O:25])=[C:17]([CH2:20][N:21]=[N+:22]=[N-:23])[CH2:18][S:19][C@H:14]12>>[S:1]1[CH:5]=[CH:4][C:3]([S:6]([CH2:8][C:9]([NH:12][CH:13]2[C:27](=[O:28])[N:15]3[C:16]([C:24]([OH:26])=[O:25])=[C:17]([CH2:20][N:21]=[N+:22]=[N-:23])[CH2:18][S:19][C@H:14]23)=[O:11])=[O:7])=[CH:2]1. Procedure details: 380 mg. of 3-thienylsulfinylacetic acid of the R form and 7-amino-3-azidomethyl-3-cephem-4-carboxylic acid were reacted in the same manner as described in Example 28 and 410 mg. of 7-(3-thienylsulfinylacetamido)-3-azidomethyl-3-cephem-4-carboxylic acid of the R form were obtained.